The task is: describe an organic reaction: reactants, conditions, products, and yield. This data is from the Open Reaction Database (ORD), a public repository of structured organic reaction records. The reactants are O1CCOC12CCN(CC2)[C@@H]2[C@@H]([C@]1(C)[C@@H](C2)[C@@H]2CC[C@H]3C[C@H]4[C@@H](C[C@]3(C)[C@H]2CC1)O4)O (16β-(1,4-Dioxa-8-azaspiro[4.5]dec-8-yl)-2α,3α-epoxy-17β-hydroxy-5α-androstane), O1CCOC12CCNCC2 (1,4-dioxa-8-azaspiro[4.5]decane). Product: O1CCOC12CCN(CC2)[C@@H]2[C@H](C[C@@H]1CC[C@H]3[C@@H]4C[C@@H]([C@@H]([C@@]4(C)CC[C@@H]3[C@]1(C2)C)O)N2CCC1(OCCO1)CC2)O (2β,16β-bis(1,4-dioxa-8-azaspiro[4.5]dec-8-yl)-5α-androstane-3α,17β-diol). Isolated yield 80.1%. As a reaction SMILES: [O:1]1[C:5]2([CH2:10][CH2:9][N:8]([C@H:11]3[CH2:16][C@H:15]4[C@H:17]5[C@H:27]([CH2:28][CH2:29][C@:13]4([CH3:14])[C@H:12]3[OH:31])[C@:25]3([CH3:26])[C@H:20]([CH2:21][C@@H:22]4[O:30][C@@H:23]4[CH2:24]3)[CH2:19][CH2:18]5)[CH2:7][CH2:6]2)[O:4][CH2:3][CH2:2]1.[O:32]1[C:36]2([CH2:41][CH2:40][NH:39][CH2:38][CH2:37]2)[O:35][CH2:34][CH2:33]1>>[O:32]1[C:36]2([CH2:41][CH2:40][N:39]([C@H:23]3[CH2:24][C@@:25]4([CH3:26])[C@@H:20]([CH2:19][CH2:18][C@@H:17]5[C@@H:27]4[CH2:28][CH2:29][C@@:13]4([CH3:14])[C@H:15]5[CH2:16][C@H:11]([N:8]5[CH2:9][CH2:10][C:5]6([O:1][CH2:2][CH2:3][O:4]6)[CH2:6][CH2:7]5)[C@@H:12]4[OH:31])[CH2:21][C@@H:22]3[OH:30])[CH2:38][CH2:37]2)[O:35][CH2:34][CH2:33]1. Reported procedure: 16β-(1,4-Dioxa-8-azaspiro[4.5]dec-8-yl)-2α,3α-epoxy-17β-hydroxy-5α-androstane is reacted with 1,4-dioxa-8-azaspiro[4.5]decane as described in Example 3 to obtain the title compound in a yield of 80.1%, m.p.: 180°-182° C. The reactants are ClS(=O)(=O)N=C=O (chlorosulfonyl isocyanate), ClC=1C=C(C=C)C=CC1Cl (3,4-dichlorostyrene), ClS(=O)(=O)N=C=O (CSI). The solvent is C(C)OCC (diethyl ether). Run at temperature 70 celsius, time 16 hour. The product is ClC=1C=C(C=CC1Cl)C1CC(N1)=O (4-(3,4-Dichlorophenyl)azetidin-2-one). As a reaction SMILES: ClS([N:5]=[C:6]=[O:7])(=O)=O.[Cl:8][C:9]1[CH:10]=[C:11]([CH:14]=[CH:15][C:16]=1[Cl:17])[CH:12]=[CH2:13]>C(OCC)C>[Cl:8][C:9]1[CH:10]=[C:11]([CH:12]2[NH:5][C:6](=[O:7])[CH2:13]2)[CH:14]=[CH:15][C:16]=1[Cl:17]. Procedure: To chlorosulfonyl isocyanate (CSI) (2.46 ml) in diethyl ether (8 ml) was added dropwise with stirring 3,4-dichlorostyrene (4.89 g, 28.3 mmol). The reaction was heated to 35° C. for 90 min after which time a further 1 ml CSI was added. The reaction was left for 16 h at 35° C., then the oil bath temperature was increased to 70° C. and the ether distilled off. The reaction was stirred at 70° C. for 1 h then cooled and slurried in dichloromethane (50 ml), and added portionwise with stirring to water... Starting materials: CC(Oc1cc(-n2cnc3cc(COS(C)(=O)=O)ncc32)sc1C(N)=O)c1ccccc1C(F)(F)F, CN, CO. Product: CNCc1cc2ncn(-c3cc(OC(C)c4ccccc4C(F)(F)F)c(C(N)=O)s3)c2cn1. RXN SMILES: [CH3:1][S:2]([O:3][CH2:6][c:7]1[cH:8][c:9]2[c:10]([cH:11][n:12]1)[n:13](-[c:16]1[s:17][c:18]([C:34]([NH2:35])=[O:36])[c:19]([O:21][CH:22]([CH3:23])[c:24]3[c:25]([C:30]([F:31])([F:32])[F:33])[cH:26][cH:27][cH:28][cH:29]3)[cH:20]1)[cH:14][n:15]2)(=[O:4])=[O:5].[CH3:37][NH2:38].[CH3:39][OH:40]>>[CH2:6]([c:7]1[cH:8][c:9]2[c:10]([cH:11][n:12]1)[n:13](-[c:16]1[s:17][c:18]([C:34]([NH2:35])=[O:36])[c:19]([O:21][CH:22]([CH3:23])[c:24]3[c:25]([C:30]([F:31])([F:32])[F:33])[cH:26][cH:27][cH:28][cH:29]3)[cH:20]1)[cH:14][n:15]2)[NH:38][CH3:37]. Reactants: [Br-], C1CCOC1, CCCC1CCC(CCc2ccc(C3CCC(C=O)CC3)cc2)CC1, CC(C)(C)[O-], C[P+](c1ccccc1)(c1ccccc1)c1ccccc1, [K+]. The product is C=CC1CCC(c2ccc(CCC3CCC(CCC)CC3)cc2)CC1. As a reaction SMILES: [Br-:32].[CH2:53]1[O:54][CH2:55][CH2:56][CH2:57]1.[CH2:7]([CH2:8][CH3:9])[CH:10]1[CH2:11][CH2:12][CH:13]([CH2:16][CH2:17][c:18]2[cH:19][cH:20][c:21]([CH:24]3[CH2:25][CH2:26][CH:27]([CH:30]=[O:31])[CH2:28][CH2:29]3)[cH:22][cH:23]2)[CH2:14][CH2:15]1.[CH3:1][C:2]([CH3:3])([O-:4])[CH3:5].[CH3:33][P+:34]([c:35]1[cH:36][cH:37][cH:38][cH:39][cH:40]1)([c:41]1[cH:42][cH:43][cH:44][cH:45][cH:46]1)[c:47]1[cH:48][cH:49][cH:50][cH:51][cH:52]1.[K+:6]>>[CH2:1]=[CH:30][CH:27]1[CH2:26][CH2:25][CH:24]([c:21]2[cH:20][cH:19][c:18]([CH2:17][CH2:16][CH:13]3[CH2:12][CH2:11][CH:10]([CH2:7][CH2:8][CH3:9])[CH2:15][CH2:14]3)[cH:23][cH:22]2)[CH2:29][CH2:28]1. Starting materials: CN1C(=O)C2CC(c3ccc([N+](=O)[O-])cc3)(C2)C1=O, CCOC(C)=O, COCCO. Product: CN1C(=O)C2CC(c3ccc(N)cc3)(C2)C1=O. As a reaction SMILES: [CH3:1][N:2]1[C:3](=[O:19])[C:4]2([c:10]3[cH:11][cH:12][c:13]([N+:16]([O-:17])=[O:18])[cH:14][cH:15]3)[CH2:5][CH:6]([C:7]1=[O:8])[CH2:9]2.[CH3:20][CH2:21][O:22][C:23](=[O:24])[CH3:25].[CH3:26][O:27][CH2:28][CH2:29][OH:30]>>[CH3:1][N:2]1[C:3](=[O:19])[C:4]2([c:10]3[cH:11][cH:12][c:13]([NH2:16])[cH:14][cH:15]3)[CH2:5][CH:6]([C:7]1=[O:8])[CH2:9]2. Reactants: CC#N, C1CCOC1, COc1cc(N2CCN(C(=O)Cn3nc(-c4ncc[nH]4)c4cccnc43)CC2)ccc1Cl, [H-], CI, [Na+], O. The product is COc1cc(N2CCN(C(=O)Cn3nc(-c4nccn4C)c4cccnc43)CC2)ccc1Cl. RXN SMILES: [C:38](#[N:39])[CH3:40].[CH2:41]1[O:42][CH2:43][CH2:44][CH2:45]1.[Cl:1][c:2]1[c:3]([O:31][CH3:32])[cH:4][c:5]([N:8]2[CH2:9][CH2:10][N:11]([C:14]([CH2:15][n:16]3[n:17][c:18](-[c:25]4[nH:26][cH:27][cH:28][n:29]4)[c:19]4[c:20]3[n:21][cH:22][cH:23][cH:24]4)=[O:30])[CH2:12][CH2:13]2)[cH:6][cH:7]1.[H-:33].[I:35][CH3:36].[Na+:34].[OH2:37]>>[Cl:1][c:2]1[c:3]([O:31][CH3:32])[cH:4][c:5]([N:8]2[CH2:9][CH2:10][N:11]([C:14]([CH2:15][n:16]3[n:17][c:18](-[c:25]4[n:26][cH:27][cH:28][n:29]4[CH3:38])[c:19]4[c:20]3[n:21][cH:22][cH:23][cH:24]4)=[O:30])[CH2:12][CH2:13]2)[cH:6][cH:7]1. The reactants are C(Cl)(Cl)(Cl)Cl.C(Cl)Cl (carbon tetrachloride methylene chloride), CN1C(=C(C(=C1)C)C1=C(C=CC=C1)[N+](=O)[O-])CO (1,4-dimethyl-2-hydroxymethyl-(2'-nitrophenyl) pyrrole). Reagents/catalysts: O=[Mn]=O (MnO2). Reaction conditions: time 2 hour. The product is CN1C(=C(C(=C1)C)C1=C(C=CC=C1)[N+](=O)[O-])C=O (1,4-dimethyl-3-(2'-nitrophenyl)pyrrole-carbaldehyde). The yield is 46.4%. Reaction SMILES: C(Cl)(Cl)(Cl)Cl.C(Cl)Cl.[CH3:9][N:10]1[CH:14]=[C:13]([CH3:15])[C:12]([C:16]2[CH:21]=[CH:20][CH:19]=[CH:18][C:17]=2[N+:22]([O-:24])=[O:23])=[C:11]1[CH2:25][OH:26]>O=[Mn]=O>[CH3:9][N:10]1[CH:14]=[C:13]([CH3:15])[C:12]([C:16]2[CH:21]=[CH:20][CH:19]=[CH:18][C:17]=2[N+:22]([O-:24])=[O:23])=[C:11]1[CH:25]=[O:26] |f:0.1|. Reported procedure: 100 mg of MnO2, prepared according to Attenburrow's method, are suspended in a carbon tetrachloride/methylene chloride (4:1) mixture containing 500 mg of alcohol (12). The reaction medium is stirred at room temperature for 11/2 hours. The oxidizing agent is then filtered on celite. 230 mg of compound (13) are obtained (Yld:46%). This compound is purified by chromatography on a silica column (eluent:ethyl acetate/hexane, 1:1). It has the appearance of a yellow oil.